Dataset: the Open Reaction Database (ORD), a public repository of structured organic reaction records. Task: describe an organic reaction: reactants, conditions, products, and yield The reactants are C1=CCCCC1, CCO, O=C(O)c1cc(N2CCOCC2)ccc1[N+](=O)[O-]. The product is Nc1ccc(N2CCOCC2)cc1C(=O)O. Reaction SMILES: [CH2:19]1[CH2:20][CH:21]=[CH:22][CH2:23][CH2:24]1.[CH3:25][CH2:26][OH:27].[N+:1]([O-:2])(=[O:3])[c:4]1[c:5]([C:6](=[O:7])[OH:8])[cH:9][c:10]([N:13]2[CH2:14][CH2:15][O:16][CH2:17][CH2:18]2)[cH:11][cH:12]1>>[NH2:1][c:4]1[c:5]([C:6](=[O:7])[OH:8])[cH:9][c:10]([N:13]2[CH2:14][CH2:15][O:16][CH2:17][CH2:18]2)[cH:11][cH:12]1. The reactants are C1(=CC=CC=C1)O (phenol), solution II, LysB29Nε-hexadecandioyl-γ-Glu, solution II, OCC(O)CO (glycerol), Cl.[OH-].[Na+] (HCl NaOH). The reagents and catalysts are C(C)(=O)[O-].[Zn+2].C(C)(=O)[O-] (zinc acetate), [Zn] (zinc). The product is C1(=CC=CC=C1)O (phenol), C1=C(C=CC=C1O)C (m-cresol), [Na+].[Cl-] (NaCl). Reaction SMILES: [C:1]1([OH:7])[CH:6]=[CH:5][CH:4]=[CH:3][CH:2]=1.[ClH:8].[OH-].[Na+:10].O[CH2:12][CH:13]([CH2:15]O)[OH:14]>C([O-])(=O)C.[Zn+2].C([O-])(=O)C.[Zn]>[C:1]1([OH:7])[CH:6]=[CH:5][CH:4]=[CH:3][CH:2]=1.[CH:15]1[C:13]([OH:14])=[CH:12][CH:6]=[CH:1][C:2]=1[CH3:3].[Na+:10].[Cl-:8] |f:1.2.3,5.6.7,11.12|. Reported procedure: An aqueous solution (Stock solution I) of phenol, m-cresol, glycerol and NaCl was prepared together with an aqueous solution (Stock solution II) of LysB29Nε-hexadecandioyl-γ-Glu desB30 human insulin. A fraction of Stock solution I was mixed a fraction of Stock solution II and pH was adjusted to about 7.5. Variable amounts of an aqueous 10 mM zinc acetate solution was added in fractions corresponding to the number of zinc ions per insulin molecule, pH was adjusted to 7.4 using diluted HCl/NaOH an... Starting materials: O1[C@@H](C1)COC1=C2C=CNC2=CC=C1 ((S)-(+)-4-(oxiranylmethoxy)-1H-indole), OC1(CCNCC1)C1=CC2=CC=C(C=C2C=C1)OCCC (4-hydroxy-4-(6-propoxynaphth-2-yl)piperidine). Product: N1C=CC2=C(C=CC=C12)OC[C@H](CN1CCC(CC1)(C1=CC2=CC=C(C=C2C=C1)OCCC)O)O ((2S)-(-)-1-(4-indolyloxy)-3-[4-hydroxy-4-(6-propoxynaphth-2-yl)piperidine-1-yl]-2-propanol). The yield is 55.4%. RXN SMILES: [O:1]1[CH2:3][C@H:2]1[CH2:4][O:5][C:6]1[CH:14]=[CH:13][CH:12]=[C:11]2[C:7]=1[CH:8]=[CH:9][NH:10]2.[OH:15][C:16]1([C:22]2[CH:31]=[CH:30][C:29]3[C:24](=[CH:25][CH:26]=[C:27]([O:32][CH2:33][CH2:34][CH3:35])[CH:28]=3)[CH:23]=2)[CH2:21][CH2:20][NH:19][CH2:18][CH2:17]1>>[NH:10]1[C:11]2[C:7](=[C:6]([O:5][CH2:4][C@@H:2]([OH:1])[CH2:3][N:19]3[CH2:20][CH2:21][C:16]([OH:15])([C:22]4[CH:31]=[CH:30][C:29]5[C:24](=[CH:25][CH:26]=[C:27]([O:32][CH2:33][CH2:34][CH3:35])[CH:28]=5)[CH:23]=4)[CH2:17][CH2:18]3)[CH:14]=[CH:13][CH:12]=2)[CH:8]=[CH:9]1. Procedure: Beginning with 0.199 gm (1.1 mMol) (S)-(+)-4-(oxiranylmethoxy)-1H-indole and 0.300 gm (1.1 mMol) 4-hydroxy-4-(6-propoxynaphth-2-yl)piperidine, 0.289 gm (60%) of the title compound were recovered as an off-white solid by the procedure described in Example 9. Reactants: CC(C)(N)CO, OCCN(CCO)CCO. Product: CC(C)(N)CNCCO. RXN SMILES: [NH2:1][C:2]([CH2:3][OH:4])([CH3:5])[CH3:6].[OH:7][CH2:8][CH2:9][N:10]([CH2:11][CH2:12][OH:13])[CH2:14][CH2:15][OH:16]>>[NH2:1][C:2]([CH2:3][NH:10][CH2:9][CH2:8][OH:7])([CH3:5])[CH3:6]. Starting materials: [OH-].[K+] (potassium hydroxide), CC=1C(=C2CCCCN2C1C=1C=NC=CC1)C(=O)OC (methyl 2-methyl-3-(3-pyridyl)-5,6,7,8-tetrahydroindolizine-1-carboxylate). Run in O (water), C(C)O (ethanol). The product is CC=1C(=C2CCCCN2C1C=1C=NC=CC1)C(=O)O (2-methyl-3-(3-pyridyl)-5,6,7,8-tetrahydroindolizine-1-carboxylic acid). Yield: 62.4%. Reaction SMILES: [OH-].[K+].[CH3:3][C:4]1[C:5]([C:19]([O:21]C)=[O:20])=[C:6]2[N:11]([C:12]=1[C:13]1[CH:14]=[N:15][CH:16]=[CH:17][CH:18]=1)[CH2:10][CH2:9][CH2:8][CH2:7]2>O.C(O)C>[CH3:3][C:4]1[C:5]([C:19]([OH:21])=[O:20])=[C:6]2[N:11]([C:12]=1[C:13]1[CH:14]=[N:15][CH:16]=[CH:17][CH:18]=1)[CH2:10][CH2:9][CH2:8][CH2:7]2 |f:0.1|. Procedure details: 1.46 g of potassium hydroxide pellets in 20 cm3 of water are added to a solution of 1.2 g of methyl 2-methyl-3-(3-pyridyl)-5,6,7,8-tetrahydroindolizine-1-carboxylate in 20 cm3 of ethanol. The mixture is heated to reflux for 20 hours. The mixture is then concentrated at reduced pressure (2.7 kPa). The oily residue is taken up with 100 cm3 of water and washed with 4×20 cm3 of dichloromethane. The aqueous phase is filtered and then cooled and acidified with a 1N aqueous solution of hydrochloric aci... Starting materials: CCCCCCC.C1CCCCC1 (heptane cyclohexane), CC(COCC(CCC)C)CCC.[Mg] (magnesium 2-methyl-1-pentyloxide). The solvent is CCCCCCC (heptane). The product is complex, CC(COCC(CCC)C)CCC.[Mg] (magnesium 2-methyl-1-pentyloxide), C(CCC)[Mg]C(C)CC (n-butyl-sec-butylmagnesium). Reaction SMILES: CCC[CH2:4][CH2:5][CH2:6][CH3:7].[CH2:8]1CC[CH2:11][CH2:10][CH2:9]1.[CH3:14][CH:15]([CH2:24][CH2:25][CH3:26])[CH2:16][O:17][CH2:18][CH:19]([CH3:23])[CH2:20][CH2:21][CH3:22].[Mg:27]>CCCCCCC>[CH3:23][CH:19]([CH2:20][CH2:21][CH3:22])[CH2:18][O:17][CH2:16][CH:15]([CH3:14])[CH2:24][CH2:25][CH3:26].[Mg:27].[CH2:8]([Mg:27][CH:6]([CH2:5][CH3:4])[CH3:7])[CH2:9][CH2:10][CH3:11] |f:0.1,2.3,5.6|. Procedure: A 10 ml portion of the heptane-cyclohexane solution of magnesium 2-methyl-1-pentyloxide (6.6 mmoles) of Example I is mixed with 6.1 ml of 1.085M DBM solution in heptane. A clear solution of the 1:1 Molar complex of magnesium 2-methyl-1-pentyloxide and n-butyl-sec-butylmagnesium is obtained. Assuming total scrambling of alkyl and alkoxy groups, this complex can be represented as (n,s)-butylmagnesium 2-methylpentyloxide. The complex can also be prepared by the addition of 13.2 mmoles (1.63 ml) of ...